Dataset: the Open Reaction Database (ORD), a public repository of structured organic reaction records. Task: describe an organic reaction: reactants, conditions, products, and yield The reactants are ClC=1C=NC=C(C1SC1=C(C=C(S1)C(=O)Cl)[N+](=O)[O-])Cl (5-[(3,5-dichloro-4-pyridyl)sulfanyl]-4-nitro-thiophene-2-carbonyl chloride), N1=CC(=CC=C1)CN (3-picolylamine). Product: ClC=1C=NC=C(C1SC1=C(C=C(S1)C(=O)NCC=1C=NC=CC1)[N+](=O)[O-])Cl (5-((3,5-dichloropyridin-4-yl)thio)-4-nitro-N-(pyridin-3-ylmethyl)thiophene-2-carboxamide), solid. Yield: 17.0%. As a reaction SMILES: [Cl:1][C:2]1[CH:3]=[N:4][CH:5]=[C:6]([Cl:20])[C:7]=1[S:8][C:9]1[S:13][C:12]([C:14](Cl)=[O:15])=[CH:11][C:10]=1[N+:17]([O-:19])=[O:18].[N:21]1[CH:26]=[CH:25][CH:24]=[C:23]([CH2:27][NH2:28])[CH:22]=1>>[Cl:1][C:2]1[CH:3]=[N:4][CH:5]=[C:6]([Cl:20])[C:7]=1[S:8][C:9]1[S:13][C:12]([C:14]([NH:28][CH2:27][C:23]2[CH:22]=[N:21][CH:26]=[CH:25][CH:24]=2)=[O:15])=[CH:11][C:10]=1[N+:17]([O-:19])=[O:18]. Reported procedure: Prepared according to the procedure described for example 50 from 5-[(3,5-dichloro-4-pyridyl)sulfanyl]-4-nitro-thiophene-2-carbonyl chloride (100 mg, 0.27 mmol) and 3-picolylamine (35 mg, 0.32 mmol). The title compound was obtained as a yellow solid (21 mg, 17% yield). 1H NMR (400 MHz, d6-DMSO) δ: 9.42 (1H, m), 8.99 (2H, s), 8.51 (1H, s), 8.47 (1H, s), 7.69 (1H, m), 7.36 (1H, m), 4.43 (2H, m). MS m/z: 441.17, 443.16 [M+H]+. The reactants are CN(C)CC=1SC=C(N1)CSCCN (2-{[2-(dimethylamino)methyl-4-thiazolyl]methylthio}ethylamine), [N+](=O)([O-])C=C1OC(CN1)C1=CC=CC=C1 (2-nitromethylene-5-phenyl-oxazolidine), C(C)O (ethanol). The product is OC=1C=C(CCNC(=C[N+](=O)[O-])N)C=CC1 (N'-(3-hydroxyphenethyl)-2-nitro-1,1-ethenediamine), N-{2-[[2-(dimethylamino)methyl-4-thiazolyl]methylthio]ethyl}-(dimethylamino)methyl-4-thiazolyl. Isolated yield 68.0%. RXN SMILES: C[N:2](CC1SC=C(CSCCN)N=1)C.[N+:15]([CH:18]=[C:19]1[NH:23][CH2:22][CH:21]([C:24]2[CH:29]=[CH:28]C=C[CH:25]=2)O1)([O-:17])=[O:16].[CH2:30]([OH:32])[CH3:31]>>[OH:32][C:30]1[CH:25]=[C:24]([CH:29]=[CH:28][CH:31]=1)[CH2:21][CH2:22][NH:23][C:19]([NH2:2])=[CH:18][N+:15]([O-:17])=[O:16]. Procedure details: With 2 ml of ethanol was mixed 1 g of 2-{[2-(dimethylamino)methyl-4-thiazolyl]methylthio}ethylamine and 1.1 g of 2-nitromethylene-5-phenyl-oxazolidine, and the resulting mixture was subjected to reaction under reflux for 1 hour. After completion of the reaction, the reaction mixture was filtered with cooling, and the solvent was removed by distillation under reduced pressure, after which the resulting residue was purified by a column chromatography (Wako Silica Gel C-200, eluent: chloroform:etha... Product: COCCCNc1nc(C(C)(C)C)ncc1C(=O)N(CC(C)C)C1CC(C(=O)N2CCOCC2)CN(C(=O)OC(C)(C)C)C1. Reaction SMILES: [C:1]([CH3:2])([CH3:3])([CH3:4])[O:5][C:6](=[O:7])[N:8]1[CH2:9][CH:10]([C:37](=[O:38])[OH:39])[CH2:11][CH:12]([N:14]([CH2:15][CH:16]([CH3:17])[CH3:18])[C:19](=[O:20])[c:21]2[c:22]([NH:31][CH2:32][CH2:33][CH2:34][O:35][CH3:36])[n:23][c:24]([C:27]([CH3:28])([CH3:29])[CH3:30])[n:25][cH:26]2)[CH2:13]1.[C:60](=[O:61])([O-:62])[OH:63].[CH2:40]1[CH2:41][O:42][CH2:43][CH2:44][NH:45]1.[CH:46]([N:47]([CH:48]([CH3:49])[CH3:50])[CH2:51][CH3:52])([CH3:53])[CH3:54].[Na+:64].[O:55]=[CH:56][N:57]([CH3:58])[CH3:59]>>[C:1]([CH3:2])([CH3:3])([CH3:4])[O:5][C:6](=[O:7])[N:8]1[CH2:9][CH:10]([C:37](=[O:38])[N:45]2[CH2:40][CH2:41][O:42][CH2:43][CH2:44]2)[CH2:11][CH:12]([N:14]([CH2:15][CH:16]([CH3:17])[CH3:18])[C:19](=[O:20])[c:21]2[c:22]([NH:31][CH2:32][CH2:33][CH2:34][O:35][CH3:36])[n:23][c:24]([C:27]([CH3:28])([CH3:29])[CH3:30])[n:25][cH:26]2)[CH2:13]1. Reactants: COCCCNc1nc(C(C)(C)C)ncc1C(=O)N(CC(C)C)C1CC(C(=O)O)CN(C(=O)OC(C)(C)C)C1, O=C([O-])O, C1COCCN1, CCN(C(C)C)C(C)C, [Na+], CN(C)C=O. Starting materials: Cl.CN(C)CCCN=C=NCC (N-[dimethylaminopropyl]-N'-ethylcarbodiimide hydrochloride), Cl.COC1=CC=C(C=C1)S(=O)(=O)N([C@@H](C(=O)O)CCCCNC(CN(C)C)=O)CC1=CC=CC=C1 (2(R)-[[4-methoxybenzenesulfonyl](benzyl)amino]-6-[(N,N-dimethylglycyl)amino]hexanoic acid hydrochloride), O.ON1N=NC2=C1C=CC=C2 (1-hydroxybenzotriazole monohydrate), CN1CCOCC1 (N-methylmorpholine), O-t-butyhydroxylamine hydrochloride. The solvent is C(Cl)Cl (methylene chloride), C(Cl)Cl (methylene chloride), CN(C=O)C (dimethylformamide). Conditions: temperature 0 celsius, time 8 hour. Yields the product C(C)(C)(C)ONC([C@@H](CCCCNC(CN(C)C)=O)N(CC1=CC=CC=C1)S(=O)(=O)C1=CC=C(C=C1)OC)=O (N-(t-butyloxy)-2(R)-[[4-methoxybenzenesulfonyl](benzyl)amino]-6-[(N,N-dimethylglycyl)amino]hexanamide). Reaction SMILES: Cl.[CH3:2][O:3][C:4]1[CH:9]=[CH:8][C:7]([S:10]([N:13]([CH2:29][C:30]2[CH:35]=[CH:34][CH:33]=[CH:32][CH:31]=2)[C@H:14]([CH2:18][CH2:19][CH2:20][CH2:21][NH:22][C:23](=[O:28])[CH2:24][N:25]([CH3:27])[CH3:26])[C:15](O)=[O:16])(=[O:12])=[O:11])=[CH:6][CH:5]=1.O.[OH:37][N:38]1C2C=CC=CC=2N=N1.[CH3:47]N1CCOCC1.Cl.CN([CH2:58][CH2:59][CH2:60]N=C=NCC)C>C(Cl)Cl.CN(C)C=O>[C:59]([O:37][NH:38][C:15](=[O:16])[C@H:14]([N:13]([S:10]([C:7]1[CH:6]=[CH:5][C:4]([O:3][CH3:2])=[CH:9][CH:8]=1)(=[O:11])=[O:12])[CH2:29][C:30]1[CH:31]=[CH:32][CH:33]=[CH:34][CH:35]=1)[CH2:18][CH2:19][CH2:20][CH2:21][NH:22][C:23](=[O:28])[CH2:24][N:25]([CH3:27])[CH3:26])([CH3:60])([CH3:47])[CH3:58] |f:0.1,2.3,5.6|. Procedure details: To a solution of 2(R)-[[4-methoxybenzenesulfonyl](benzyl)amino]-6-[(N,N-dimethylglycyl)amino]hexanoic acid hydrochloride (4.12 g, 7.82 mmol) in methylene chloride (78 mL) and dimethylformamide (5 mL) is added 1-hydroxybenzotriazole monohydrate (1.26 g, 8.21 mmol), N-methylmorpholine (2.58 ml, 23.45 mmol), and O-t-butyhydroxylamine hydrochloride (1.08 g, 8.60 mmol). The reaction is cooled to 0° C., and N-[dimethylaminopropyl]-N'-ethylcarbodiimide hydrochloride (3.0 g, 15.64 mmol) is added. The re...